From a dataset of the Open Reaction Database (ORD), a public repository of structured organic reaction records. describe an organic reaction: reactants, conditions, products, and yield Reactants: [Br-], O=C(CBr)C1CCCCC1, O=C([O-])[O-], CCCC[N+](CCCC)(CCCC)CCCC, CS(C)=O, CCCCCC, CCOC(C)=O, [I-], [K+], [K+], [K+], CC(C)(C)OC(=O)NC1CN(C2CCCCC2)c2ccccc2NC1=O. The product is CC(C)(C)OC(=O)NC1CN(C2CCCCC2)c2ccccc2N(CC(=O)C2CCCCC2)C1=O. Reaction SMILES: [Br-:45].[Br:1][CH2:2][C:3](=[O:4])[CH:5]1[CH2:6][CH2:7][CH2:8][CH2:9][CH2:10]1.[C:13](=[O:14])([O-:15])[O-:16].[CH2:46]([N+:47]([CH2:48][CH2:49][CH2:50][CH3:51])([CH2:52][CH2:53][CH2:54][CH3:55])[CH2:56][CH2:57][CH2:58][CH3:59])[CH2:60][CH2:61][CH3:62].[CH3:63][S:64]([CH3:65])=[O:66].[CH3:67][CH2:68][CH2:69][CH2:70][CH2:71][CH3:72].[CH3:73][CH2:74][O:75][C:76](=[O:77])[CH3:78].[I-:12].[K+:11].[K+:17].[K+:18].[O:19]=[C:20]1[CH:21]([NH:37][C:38](=[O:39])[O:40][C:41]([CH3:42])([CH3:43])[CH3:44])[CH2:22][N:23]([CH:31]2[CH2:32][CH2:33][CH2:34][CH2:35][CH2:36]2)[c:24]2[c:25]([cH:27][cH:28][cH:29][cH:30]2)[NH:26]1>>[CH2:2]([C:3](=[O:4])[CH:5]1[CH2:6][CH2:7][CH2:8][CH2:9][CH2:10]1)[N:26]1[C:20](=[O:19])[CH:21]([NH:37][C:38](=[O:39])[O:40][C:41]([CH3:42])([CH3:43])[CH3:44])[CH2:22][N:23]([CH:31]2[CH2:32][CH2:33][CH2:34][CH2:35][CH2:36]2)[c:24]2[c:25]1[cH:27][cH:28][cH:29][cH:30]2. Reactants: OC1=CC=C2C(=CC(OC2=C1)=O)C (7-hydroxy-4-methyl-coumarin), C([O-])([O-])=O.[K+].[K+] (potassium carbonate), BrCCCCCCCCCCCCCC (1-bromotetradecane). Run in CN(C=O)C (dimethylformamide). Product: C(CCCCCCCCCCCCC)OC1=CC=C2C(=CC(OC2=C1)=O)C (7-tetradecyloxy-4-methyl-coumarin). The yield is 91.7%. As a reaction SMILES: [OH:1][C:2]1[CH:11]=[C:10]2[C:5]([C:6]([CH3:13])=[CH:7][C:8](=[O:12])[O:9]2)=[CH:4][CH:3]=1.C(=O)([O-])[O-].[K+].[K+].Br[CH2:21][CH2:22][CH2:23][CH2:24][CH2:25][CH2:26][CH2:27][CH2:28][CH2:29][CH2:30][CH2:31][CH2:32][CH2:33][CH3:34]>CN(C)C=O>[CH2:34]([O:1][C:2]1[CH:11]=[C:10]2[C:5]([C:6]([CH3:13])=[CH:7][C:8](=[O:12])[O:9]2)=[CH:4][CH:3]=1)[CH2:33][CH2:32][CH2:31][CH2:30][CH2:29][CH2:28][CH2:27][CH2:26][CH2:25][CH2:24][CH2:23][CH2:22][CH3:21] |f:1.2.3|. Procedure details: 35.2 g (0.2 mole) of 7-hydroxy-4-methyl-coumarin, 27.6 g (0.2 mole) of potassium carbonate, 55.4 g (0.2 mole) of 1-bromotetradecane and 600.0 ml of dry dimethylformamide are stirred in a steam bath overnight. The mixture is cooled and extracted into 1.5 liters of diethyl ether. The ether layer is washed 5 times with saturated saline. It is dried (Na2SO4) and evaporated. The ether is replaced with 800 ml of hexane. The mixture is recrystallized therefrom, yielding 68.3g (92%) of 7-tetradecyloxy-4... The reactants are ClCCl, CCOC(=O)c1c(-c2ccccc2[N+](=O)[O-])c(C)cn1C, Cc1ccccc1. The product is Cc1cn(C)c(CO)c1-c1ccccc1[N+](=O)[O-]. RXN SMILES: [CH2:22]([Cl:23])[Cl:24].[CH3:1][n:2]1[c:3]([C:17](=[O:18])[O:19][CH2:20][CH3:21])[c:4](-[c:8]2[c:9]([N+:14](=[O:15])[O-:16])[cH:10][cH:11][cH:12][cH:13]2)[c:5]([CH3:7])[cH:6]1.[CH3:25][c:26]1[cH:27][cH:28][cH:29][cH:30][cH:31]1>>[CH3:1][n:2]1[c:3]([CH2:17][OH:18])[c:4](-[c:8]2[c:9]([N+:14](=[O:15])[O-:16])[cH:10][cH:11][cH:12][cH:13]2)[c:5]([CH3:7])[cH:6]1. Starting materials: C1(=CC=CC=C1)NC(=O)N (Phenylurea), C1(=CC=CC=C1)NC(=O)NC1=CC=CC=C1 (1,3-diphenylurea), 180415j. As a reaction SMILES: [C:1]1(NC(N)=O)C=CC=CC=1.[C:11]1([NH:17][C:18]([NH:20][C:21]2[CH:26]=[CH:25][CH:24]=[CH:23][CH:22]=2)=[O:19])C=CC=CC=1>>[C:21]1([NH:20][C:18]([N:17]([CH3:11])[CH3:1])=[O:19])[CH:22]=[CH:23][CH:24]=[CH:25][CH:26]=1. Yields the product C1(=CC=CC=C1)NC(=O)N(C)C (N-phenyl-N',N'-dimethyl urea). Reported procedure: Phenylurea or 1,3-diphenylurea; 83(22):180415j. Starting materials: CN(C)C=O, Oc1ccnc2ccc3cn[nH]c3c12, O=P(Cl)(Cl)Cl. Product: Clc1ccnc2ccc3cn[nH]c3c12. RXN SMILES: [CH3:20][N:21]([CH3:22])[CH:23]=[O:24].[OH:1][c:2]1[cH:3][cH:4][n:5][c:6]2[cH:7][cH:8][c:9]3[c:10]([c:11]12)[nH:12][n:13][cH:14]3.[P:15]([Cl:16])([Cl:17])([Cl:18])=[O:19]>>[c:2]1([Cl:17])[cH:3][cH:4][n:5][c:6]2[cH:7][cH:8][c:9]3[c:10]([c:11]12)[nH:12][n:13][cH:14]3. Starting materials: C(C1=CC=CC=C1)=O (benzaldehyde), NC1=NC=CC=C1C (2-amino-3-picoline), NC1=CC=CC=C1 (aniline), C(C1=CC=CC=C1)(=O)O (bezoic acid), C=CCCCC (1-hexene), C1(=CC=CC=C1)C (toluene), [Rh(C8H14)2Cl]2, P (phosphine). Run at temperature 130 celsius, time 2.5 minute. Yields the product C(CCCCCC)(=O)C1=CC=CC=C1 (heptanophenone), P (phosphine). RXN SMILES: [CH:1](=[O:8])[C:2]1[CH:7]=[CH:6][CH:5]=[CH:4][CH:3]=1.NC1C(C)=CC=CN=1.N[C:18]1[CH:23]=[CH:22][CH:21]=[CH:20][CH:19]=1.C(O)(=O)C1C=CC=CC=1.C=CCCCC.C1(C)C=CC=CC=1.[PH3:46]>>[C:1]([C:2]1[CH:7]=[CH:6][CH:5]=[CH:4][CH:3]=1)(=[O:8])[CH2:22][CH2:23][CH2:18][CH2:19][CH2:20][CH3:21].[PH3:46]. Procedure: Under the same reaction procedure and conditions as in Example 1 (benzaldehyde 0.5 mmol, 2-amino-3-picoline 0.1 mmol, aniline 0.3 mmol, bezoic acid 0.03 mmol, 1-hexene 2.5 mmol, toluene 0.87 mmol), the mixture in a 500 ml pressure reactor was stirred at normal temperature for 2-3 minutes and then [Rh(C8H14)2Cl]2 0.01 mmol and various phosphine ligands 0.025 mmol as shown in the following table 7 were introduced into each reactor. While the reactor was stopped with a stopper, the reactants were h... Reactants: N#N (N2), CC=1OC(=C(N1)C(=O)O)C=1C=C(C=CC1)C (2-methyl-5-(m-tolyl)oxazole-4-carboxylic acid), C(C(C)(C)C)(=O)OC1(CC1)C=1N=C(OC1)CN1N=CC(=N1)N (1-(2-((4-amino-2H-1,2,3-triazol-2-yl)methyl)oxazol-4-yl)cyclopropyl pivalate), C=1C=CC2=C(C1)N=NN2O (HOBt), CCN=C=NCCCN(C)C.Cl (EDC.HCl), CCN(C(C)C)C(C)C (DIPEA). The reagents and catalysts are CN(C)C=1C=CN=CC1 (DMAP). The solvent is C(Cl)Cl (CH2Cl2), C(Cl)Cl (CH2Cl2), C(Cl)Cl (CH2Cl2). Conditions: time 30 minute. Product: C(C(C)(C)C)(=O)OC1(CC1)C=1N=C(OC1)CN1N=CC(=N1)NC(=O)C=1N=C(OC1C=1C=C(C=CC1)C)C (1-(2-((4-(2-Methyl-5-(m-tolyl)oxazole-4-carboxamido)-2H-1,2,3-triazol-2-yl)methyl)oxazol-4-yl)cyclopropyl pivalate). Reaction SMILES: N#N.[CH3:3][C:4]1[O:5][C:6]([C:12]2[CH:13]=[C:14]([CH3:18])[CH:15]=[CH:16][CH:17]=2)=[C:7]([C:9]([OH:11])=O)[N:8]=1.C1C=CC2N(O)N=NC=2C=1.CCN=C=NCCCN(C)C.Cl.CCN(C(C)C)C(C)C.[C:50]([O:56][C:57]1([C:60]2[N:61]=[C:62]([CH2:65][N:66]3[N:70]=[C:69]([NH2:71])[CH:68]=[N:67]3)[O:63][CH:64]=2)[CH2:59][CH2:58]1)(=[O:55])[C:51]([CH3:54])([CH3:53])[CH3:52]>C(Cl)Cl.CN(C1C=CN=CC=1)C>[C:50]([O:56][C:57]1([C:60]2[N:61]=[C:62]([CH2:65][N:66]3[N:70]=[C:69]([NH:71][C:9]([C:7]4[N:8]=[C:4]([CH3:3])[O:5][C:6]=4[C:12]4[CH:13]=[C:14]([CH3:18])[CH:15]=[CH:16][CH:17]=4)=[O:11])[CH:68]=[N:67]3)[O:63][CH:64]=2)[CH2:59][CH2:58]1)(=[O:55])[C:51]([CH3:54])([CH3:53])[CH3:52] |f:3.4|. Procedure: In a flame dried round-bottomed flask equipped with a magnetic stir bar and under inert atmosphere (N2), a mixture of 2-methyl-5-(m-tolyl)oxazole-4-carboxylic acid (WO 2009/077990) (92 mg, 0.42 mmol) in CH2Cl2 (2.0 mL) was treated successively with DMAP (13 mg, 0.11 mmol), HOBt (69 mg, 0.51 mmol), EDC.HCl (203 mg, 1.06 mmol) and DIPEA (0.29 mL, 1.69 mmol) and the mixture was stirred at rt for 30 min. A solution of 1-(2-((4-amino-2H-1,2,3-triazol-2-yl)methyl)oxazol-4-yl)cyclopropyl pivalate (129 ... Reactants: CO, COC(=O)C1(N)CCN(c2nc(N)nc3c2CCCC32CCCC2)CC1, [Na+], [OH-]. The product is Nc1nc(N2CCC(N)(C(=O)O)CC2)c2c(n1)C1(CCCC1)CCC2. RXN SMILES: [CH3:29][OH:30].[NH2:1][C:2]1([C:23](=[O:24])[O:25][CH3:26])[CH2:3][CH2:4][N:5]([c:8]2[n:9][c:10]([NH2:22])[n:11][c:12]3[c:13]2[CH2:14][CH2:15][CH2:16][C:17]32[CH2:18][CH2:19][CH2:20][CH2:21]2)[CH2:6][CH2:7]1.[Na+:28].[OH-:27]>>[NH2:1][C:2]1([C:23](=[O:24])[OH:25])[CH2:3][CH2:4][N:5]([c:8]2[n:9][c:10]([NH2:22])[n:11][c:12]3[c:13]2[CH2:14][CH2:15][CH2:16][C:17]32[CH2:18][CH2:19][CH2:20][CH2:21]2)[CH2:6][CH2:7]1. The reactants are ClC1=CC=C(C=C1)C1N(C(C=2N(N=C(C21)C)C2CC2)=O)CC2=CC=C(C=C2)OC (4-(4-chlorophenyl)-1-cyclopropyl-5-(4-methoxybenzyl)-3-methyl-4,5-dihydropyrrolo[3,4-c]pyrazol-6(1H)-one). Run in CCCCCC.CCOC(=O)C (Hexane EtOAc). Product: ClC1=CC=C(C=C1)C1NC(C=2N(N=C(C21)C)C2CC2)=O (4-(4-chlorophenyl)-1-cyclopropyl-3-methyl-4,5-dihydropyrrolo[3,4-c]pyrazol-6(1H)-one). As a reaction SMILES: [Cl:1][C:2]1[CH:7]=[CH:6][C:5]([CH:8]2[C:15]3[C:14]([CH3:16])=[N:13][N:12]([CH:17]4[CH2:19][CH2:18]4)[C:11]=3[C:10](=[O:20])[N:9]2CC2C=CC(OC)=CC=2)=[CH:4][CH:3]=1>CCCCCC.CCOC(C)=O>[Cl:1][C:2]1[CH:7]=[CH:6][C:5]([CH:8]2[C:15]3[C:14]([CH3:16])=[N:13][N:12]([CH:17]4[CH2:19][CH2:18]4)[C:11]=3[C:10](=[O:20])[NH:9]2)=[CH:4][CH:3]=1 |f:1.2|. Procedure: The title compound was prepared in analogy to the procedure described in Step 23.9 using 4-(4-chlorophenyl)-1-cyclopropyl-5-(4-methoxybenzyl)-3-methyl-4,5-dihydropyrrolo[3,4-c]pyrazol-6(1H)-one (Step 85.5) under MW irradiation 140° C. for 2 hr. tR: 4.22 min (HPLC 1); tR: 0.94 min (LC-MS 2); ESI-MS: 288 [M+H]+ (LC-MS 2); Rf=0.31 (Hexane/EtOAc 1:1). Reported procedure: Following the general method as outlined in Example 22, starting from (2S,4EZ)-1-(tert-butoxycarbonyl)-4-(methoxyimino)-2-pyrrolidinecarboxylic acid, [1,1′-biphenyl]-4-carbonyl chloride, and 3-aminopropanamide, the title compound was obtained in 71% purity by HPLC. MS(ESI+): m/z=409. RXN SMILES: C(O[C:6]([N:8]1[CH2:12][C:11](=[N:13][O:14][CH3:15])[CH2:10][C@H:9]1[C:16]([OH:18])=O)=[O:7])(C)(C)C.[C:19]1([C:28]2[CH:33]=[CH:32][CH:31]=[CH:30][CH:29]=2)[CH:24]=[CH:23][C:22](C(Cl)=O)=[CH:21][CH:20]=1.[NH2:34][CH2:35][CH2:36][C:37]([NH2:39])=[O:38]>>[NH2:39][C:37](=[O:38])[CH2:36][CH2:35][NH:34][C:16]([C@@H:9]1[CH2:10][C:11](=[N:13][O:14][CH3:15])[CH2:12][N:8]1[C:6]([C:31]1[CH:30]=[CH:29][C:28]([C:19]2[CH:20]=[CH:21][CH:22]=[CH:23][CH:24]=2)=[CH:33][CH:32]=1)=[O:7])=[O:18]. Yields the product NC(CCNC(=O)[C@H]1N(CC(C1)=NOC)C(=O)C1=CC=C(C=C1)C1=CC=CC=C1)=O ((2S,4EZ)-N-(3-amino-3-oxopropyl)-1-([1,1′-biphenyl]-4-ylcarbonyl)-4-(methoxyimino)-2-pyrrolidinecarboxamide). The reactants are C(C)(C)(C)OC(=O)N1[C@@H](CC(C1)=NOC)C(=O)O ((2S,4EZ)-1-(tert-butoxycarbonyl)-4-(methoxyimino)-2-pyrrolidinecarboxylic acid), C1(=CC=C(C=C1)C(=O)Cl)C1=CC=CC=C1 ([1,1′-biphenyl]-4-carbonyl chloride), NCCC(=O)N (3-aminopropanamide).